Dataset: the Open Reaction Database (ORD), a public repository of structured organic reaction records. Task: describe an organic reaction: reactants, conditions, products, and yield Reactants: CC(=O)O, Nc1cnc(OCC2CC2)c(-c2ccc(Cl)cc2)c1. The product is CC(=O)Nc1cnc(OCC2CC2)c(-c2ccc(Cl)cc2)c1. As a reaction SMILES: [CH3:20][C:21]([OH:22])=[O:23].[Cl:1][c:2]1[cH:3][cH:4][c:5](-[c:8]2[cH:9][c:10]([NH2:19])[cH:11][n:12][c:13]2[O:14][CH2:15][CH:16]2[CH2:17][CH2:18]2)[cH:6][cH:7]1>>[Cl:1][c:2]1[cH:3][cH:4][c:5](-[c:8]2[cH:9][c:10]([NH:19][C:21]([CH3:20])=[O:22])[cH:11][n:12][c:13]2[O:14][CH2:15][CH:16]2[CH2:17][CH2:18]2)[cH:6][cH:7]1.